describe an organic reaction: reactants, conditions, products, and yield From a dataset of the Open Reaction Database (ORD), a public repository of structured organic reaction records. The reactants are COc1ccc2c(c1)Sc1c(cc(OC)c(OC(C)=O)c1Br)N2C, CO, Cl, [Na+], [OH-]. Product: COc1ccc2c(c1)Sc1c(cc(OC)c(O)c1Br)N2C. Reaction SMILES: [C:1](=[O:2])([CH3:3])[O:4][c:5]1[c:6]([O:23][CH3:24])[cH:7][c:8]2[c:17]([c:18]1[Br:19])[S:16][c:15]1[c:10]([cH:11][cH:12][c:13]([O:20][CH3:21])[cH:14]1)[N:9]2[CH3:22].[CH3:28][OH:29].[ClH:27].[Na+:26].[OH-:25]>>[OH:4][c:5]1[c:6]([O:23][CH3:24])[cH:7][c:8]2[c:17]([c:18]1[Br:19])[S:16][c:15]1[c:10]([cH:11][cH:12][c:13]([O:20][CH3:21])[cH:14]1)[N:9]2[CH3:22]. The reactants are CO, Clc1nc(N2CCOCC2)c2ncn(C3CCCCO3)c2n1, O, Cc1ccc(S(=O)(=O)O)cc1. Product: Clc1nc(N2CCOCC2)c2nc[nH]c2n1. RXN SMILES: [CH3:35][OH:36].[Cl:1][c:2]1[n:3][c:4]([N:17]2[CH2:18][CH2:19][O:20][CH2:21][CH2:22]2)[c:5]2[n:6][cH:7][n:8]([CH:11]3[CH2:12][CH2:13][CH2:14][CH2:15][O:16]3)[c:9]2[n:10]1.[OH2:23].[c:24]1([CH3:25])[cH:26][cH:27][c:28]([S:29]([OH:30])(=[O:31])=[O:32])[cH:33][cH:34]1>>[Cl:1][c:2]1[n:3][c:4]([N:17]2[CH2:18][CH2:19][O:20][CH2:21][CH2:22]2)[c:5]2[n:6][cH:7][nH:8][c:9]2[n:10]1. The reactants are CC1(CCC=C1B1OC(C(O1)(C)C)(C)C)C (2-(5,5-dimethylcyclopent-1-enyl)-4,4,5,5-tetramethyl-1,3,2-dioxaborolane), COC=1C=CC=C(C1C=2C=CC=CC2P(C3CCCCC3)C4CCCCC4)OC (S-Phos), P(=O)([O-])([O-])[O-].[K+].[K+].[K+] (tripotassium phosphate), CC1(CCC=C1C1=C(C=CC(=C1)C(=O)OCC)C1=C(C=CC(=C1)OC)F)C (ethyl 2-(5,5-dimethyl-1-cyclopenten-1-yl)-2′-fluoro-5′-(methyloxy)-1,1′-biphenyl-4-carboxylate), CC1(CCC=C1C1=C(C=CC(=C1)C(=O)OCC)C1=C(C=CC(=C1)OC)F)C (ethyl 2-(5,5-dimethyl-1-cyclopenten-1-yl)-2′-fluoro-5′-(methyloxy)-1,1′-biphenyl-4-carboxylate), [OH-].[Na+] (sodium hydroxide), solution, [H-].[H-].[H-].[H-].[Li+].[Al+3] (LAH). Reagents/catalysts: C(C)(=O)[O-].[Pd+2].C(C)(=O)[O-] (palladium acetate). Run in CN(C)C=O (DMF), O (water), C(C)OCC (diethyl ether), O (water), C1CCOC1 (THF), C1CCOC1 (THF), O (water). Reaction conditions: temperature 100 celsius, time 1.5 hour. Yields the product CC1(CCC=C1C1=C(C=CC(=C1)CO)C1=C(C=CC(=C1)OC)F)C ((2-(5,5-Dimethyl-1-cyclopenten-1-yl)-2′-fluoro-5′-(methyloxy)-1,1′-biphenyl-4-yl)methanol). Reaction SMILES: CC1(C)C(B2OC(C)(C)C(C)(C)O2)=CCC1.COC1C=CC=C(OC)C=1C1C=CC=CC=1P(C1CCCCC1)C1CCCCC1.P([O-])([O-])([O-])=O.[K+].[K+].[K+].[CH3:54][C:55]1([CH3:80])[C:59]([C:60]2[CH:65]=[C:64]([C:66](OCC)=[O:67])[CH:63]=[CH:62][C:61]=2[C:71]2[CH:76]=[C:75]([O:77][CH3:78])[CH:74]=[CH:73][C:72]=2[F:79])=[CH:58][CH2:57][CH2:56]1.[H-].[H-].[H-].[H-].[Li+].[Al+3].[OH-].[Na+]>CN(C=O)C.O.C1COCC1.C(OCC)C.C([O-])(=O)C.[Pd+2].C([O-])(=O)C>[CH3:54][C:55]1([CH3:80])[C:59]([C:60]2[CH:65]=[C:64]([CH2:66][OH:67])[CH:63]=[CH:62][C:61]=2[C:71]2[CH:76]=[C:75]([O:77][CH3:78])[CH:74]=[CH:73][C:72]=2[F:79])=[CH:58][CH2:57][CH2:56]1 |f:2.3.4.5,7.8.9.10.11.12,13.14,19.20.21|. Procedure: A reaction mixture of compound B.6 (1.80 g, 5.80 mmol), 2-(5,5-dimethylcyclopent-1-enyl)-4,4,5,5-tetramethyl-1,3,2-dioxaborolane (B.3) (1.40 g, 6.4 mmol), S-Phos (0.48 g, 1.20 mmol), tripotassium phosphate (3.10 g, 15.0 mmol) and palladium acetate (0.13 g, 0.58 mmol) in DMF (10.0 mL) and water (1.0 mL), was purged with N2 three times. The resulting mixture was heated at 100° C. overnight. EtOAc (120 mL) was added, and the mixture was washed with brine (25×2 mL). The organic layer was dried with ... Reactants: CC(C)(C)OC(=O)N1C[C@H](C[C@H]1CP(C2=CC=CC=C2)C3=CC=CC=C3)P(C4=CC=CC=C4)C5=CC=CC=C5 (BPPM), C(C1=CC=CC=C1)=C(C(=O)O)CC(=O)N1C[C@H]2CCCC[C@H]2C1 (2-benzylidene-3-(cis-hexahydro-2-isoindolinylcarbonyl)propionic acid). Yields the product C=1C=CC(=CC1)C[C@@H](CC(=O)N2C[C@H]3CCCC[C@H]3C2)C(=O)O (mitiglinide). RXN SMILES: CC(OC(N1[C@H](CP(C2C=CC=CC=2)C2C=CC=CC=2)C[C@H](P(C2C=CC=CC=2)C2C=CC=CC=2)C1)=O)(C)C.[CH:40](=[C:47]([CH2:51][C:52]([N:54]1[CH2:62][C@H:61]2[C@H:56]([CH2:57][CH2:58][CH2:59][CH2:60]2)[CH2:55]1)=[O:53])[C:48]([OH:50])=[O:49])[C:41]1[CH:46]=[CH:45][CH:44]=[CH:43][CH:42]=1>>[CH:44]1[CH:43]=[CH:42][C:41]([CH2:40][C@H:47]([C:48]([OH:50])=[O:49])[CH2:51][C:52]([N:54]2[CH2:55][C@H:56]3[C@H:61]([CH2:60][CH2:59][CH2:58][CH2:57]3)[CH2:62]2)=[O:53])=[CH:46][CH:45]=1. Procedure: The preparation was carried out in the same manner as in Example 1, except that 2.92 mg of BPPM was used instead of 3.02 mg of PCPPM of Example 1. After the reaction, the residual ratio of 2-benzylidene-3-(cis-hexahydro-2-isoindolinylcarbonyl)propionic acid was 10.85%, and the optical purity of mitiglinide thus obtained was 96.1% e.e. Reactants: C(C)(C)C1=C(C(=CC=C1O)C(C)C)NC(CN1CCN(CC1)CCCO)=O (N-(2,6-diisopropyl-3hydroxyphenyl)-2-[4-(3-hydroxypropyl) piperazin-1-yl]acetamide), C(C)OCCBr (2-bromoethyl ethyl ether). The reagents and catalysts are [F-].[K+] (potassium fluoride). The solvent is CN(C)C=O (DMF). Conditions: temperature 50 celsius, time 3 hour. The product is C(C)(C)C1=C(C(=CC=C1OCCOCC)C(C)C)NC(CN1CCN(CC1)CCCO)=O (N-(2,6-diisopropyl-3-(2-ethoxyethyloxy)phenyl)-2-[4-(3-hydroxypropyl)piperazin-1-yl]acetamide). The yield is 42.0%. RXN SMILES: [CH:1]([C:4]1[C:9]([OH:10])=[CH:8][CH:7]=[C:6]([CH:11]([CH3:13])[CH3:12])[C:5]=1[NH:14][C:15](=[O:27])[CH2:16][N:17]1[CH2:22][CH2:21][N:20]([CH2:23][CH2:24][CH2:25][OH:26])[CH2:19][CH2:18]1)([CH3:3])[CH3:2].[CH2:28]([O:30][CH2:31][CH2:32]Br)[CH3:29]>CN(C=O)C.[F-].[K+]>[CH:1]([C:4]1[C:9]([O:10][CH2:29][CH2:28][O:30][CH2:31][CH3:32])=[CH:8][CH:7]=[C:6]([CH:11]([CH3:13])[CH3:12])[C:5]=1[NH:14][C:15](=[O:27])[CH2:16][N:17]1[CH2:22][CH2:21][N:20]([CH2:23][CH2:24][CH2:25][OH:26])[CH2:19][CH2:18]1)([CH3:2])[CH3:3] |f:3.4|. Reported procedure: To a solution of N-(2,6-diisopropyl-3hydroxyphenyl)-2-[4-(3-hydroxypropyl) piperazin-1-yl]acetamide (180 mg, 0.61 mmol) in DMF (3 ml) were added 2-bromoethyl ethyl ether (2 ml) and potassium fluoride catalyst carried on alumina (40 wt %, 355 mg, 2.39 mmol) followed by stirring at 50° C. for 3 hours. After the catalyst was filtered off, the filtrate was diluted with water and extracted with ethyl acetate. The organic layer was washed with a saturated sodium chloride solution and dried over anhydr... Reactants: C(C)(=O)N([C@@H]1C[C@@H](N(C2=CC=CC=C12)C(=O)C=1C=C(C(=O)OC)C=CC1)C)C1=CC=C(C=C1)Cl (methyl 3-{[(2S,4R)-4-[acetyl(4-chlorophenyl)amino]-2-methyl-3,4-dihydroquinolin-1(2H)-yl]carbonyl}benzoate), [OH-].[Li+] (lithium hydroxide), O (water), CO (methanol). Run in O1CCCC1 (tetrahydrofuran). Product: C(C)(=O)N([C@@H]1C[C@@H](N(C2=CC=CC=C12)C(=O)C=1C=C(C(=O)O)C=CC1)C)C1=CC=C(C=C1)Cl (3-{[(2S,4R)-4-[acetyl(4-chlorophenyl)amino]-2-methyl-3,4-dihydroquinolin-1(2H)-yl]carbonyl}benzoic acid). RXN SMILES: [C:1]([N:4]([C:28]1[CH:33]=[CH:32][C:31]([Cl:34])=[CH:30][CH:29]=1)[C@H:5]1[C:14]2[C:9](=[CH:10][CH:11]=[CH:12][CH:13]=2)[N:8]([C:15]([C:17]2[CH:18]=[C:19]([CH:24]=[CH:25][CH:26]=2)[C:20]([O:22]C)=[O:21])=[O:16])[C@@H:7]([CH3:27])[CH2:6]1)(=[O:3])[CH3:2].[OH-].[Li+].O.CO>O1CCCC1>[C:1]([N:4]([C:28]1[CH:29]=[CH:30][C:31]([Cl:34])=[CH:32][CH:33]=1)[C@H:5]1[C:14]2[C:9](=[CH:10][CH:11]=[CH:12][CH:13]=2)[N:8]([C:15]([C:17]2[CH:18]=[C:19]([CH:24]=[CH:25][CH:26]=2)[C:20]([OH:22])=[O:21])=[O:16])[C@@H:7]([CH3:27])[CH2:6]1)(=[O:3])[CH3:2] |f:1.2|. Procedure details: 3-{[(2S,4R)-4-[acetyl(4-chlorophenyl)amino]-2-methyl-3,4-dihydroquinolin-1(2H)-yl]carbonyl}benzoic acid was prepared following general procedure H, substituting methyl 3-(chlorocarbonyl)benzoate for 6-trifluoromethyl nicotinyl chloride. (Methyl 3-(chlorocarbonyl)benzoate was prepared in one step from 3-(methoxycarbonyl)benzoic acid. Treatment of this carboxylic acid with oxalyl chloride and catalytic DMF afforded methyl 3-(chlorocarbonyl)benzoate in decent yield). Hydrolysis of methyl 3-{[(2S,4R... Starting materials: C(CCC)(=O)C=1C=NC2=C(C=C(C=C2C1Cl)OC(C1=CC=CC=C1)=O)OC (3-Butyryl-4-chloro-6-benzoyloxy-8-methoxyquinoline), NC=1C(=CC(=CC1)O)C (4-amino-m-cresol). Solvent: O1CCOCC1 (1,4-dioxan). Yields the product C(CCC)(=O)C=1C=NC2=C(C=C(C=C2C1NC1=C(C=C(C=C1)O)C)O)OC (3-butyryl-4-(4-hydroxy-2-methylphenylamino)-6-hydroxy-8-methoxyquinoline). Isolated yield 69.8%. As a reaction SMILES: [C:1]([C:6]1[CH:7]=[N:8][C:9]2[C:14]([C:15]=1Cl)=[CH:13][C:12]([O:17]C(=O)C1C=CC=CC=1)=[CH:11][C:10]=2[O:26][CH3:27])(=[O:5])[CH2:2][CH2:3][CH3:4].[NH2:28][C:29]1[C:30]([CH3:36])=[CH:31][C:32]([OH:35])=[CH:33][CH:34]=1>O1CCOCC1>[C:1]([C:6]1[CH:7]=[N:8][C:9]2[C:14]([C:15]=1[NH:28][C:29]1[CH:34]=[CH:33][C:32]([OH:35])=[CH:31][C:30]=1[CH3:36])=[CH:13][C:12]([OH:17])=[CH:11][C:10]=2[O:26][CH3:27])(=[O:5])[CH2:2][CH2:3][CH3:4]. Procedure details: 3-Butyryl-4-chloro-6-benzoyloxy-8-methoxyquinoline (6.0 g) and 4-amino-m-cresol (2.0 g) were heated together under reflux in 1,4-dioxan (100 ml) for 2 hours. The solvent was evaporated and the residue heated on a steam bath in 10% methanolic potassium hydroxide for ten minutes. The solution was neutralized with 5M HCl and extracted several times with dichloromethane. The combined extracts were dried and evaporated to give 3-butyryl-4-(4-hydroxy-2-methylphenylamino)-6-hydroxy-8-methoxyquinoline (...